Dataset: the Open Reaction Database (ORD), a public repository of structured organic reaction records. Task: describe an organic reaction: reactants, conditions, products, and yield The reactants are CN1CCCC1=O, Nc1ccc(Cl)nn1, O, O=C(Cl)Cc1ccccc1. The product is O=C(Cc1ccccc1)Nc1ccc(Cl)nn1. RXN SMILES: [CH3:20][N:21]1[CH2:22][CH2:23][CH2:24][C:25]1=[O:26].[NH2:1][c:2]1[n:3][n:4][c:5]([Cl:8])[cH:6][cH:7]1.[OH2:19].[c:9]1([CH2:15][C:16](=[O:17])[Cl:18])[cH:10][cH:11][cH:12][cH:13][cH:14]1>>[NH:1]([c:2]1[n:3][n:4][c:5]([Cl:8])[cH:6][cH:7]1)[C:16]([CH2:15][c:9]1[cH:10][cH:11][cH:12][cH:13][cH:14]1)=[O:17]. Starting materials: ClC=1C=C(CBr)C=CC1 (3-chlorobenzyl bromide), C(C)OC(COC1=C(C=C(C=C1)Br)\C=C/1\C(NC(S1)=O)=O)=O (4-bromo-2-[2,4-dioxothiazolidin-(5Z)-ylidenemethyl]phenoxyacetic acid ethyl ester). Yields the product BrC1=CC(=C(OCC(=O)O)C=C1)CC1C(N(C(S1)=O)CC1=CC(=CC=C1)Cl)=O (4-Bromo-2-[3-(3-chlorobenzyl)-2,4-dioxothiazoldin-5-ylmethyl]phenoxyacetic acid). As a reaction SMILES: [Cl:1][C:2]1[CH:3]=[C:4]([CH:7]=[CH:8][CH:9]=1)[CH2:5]Br.C([O:12][C:13](=[O:31])[CH2:14][O:15][C:16]1[CH:21]=[CH:20][C:19]([Br:22])=[CH:18][C:17]=1/[CH:23]=[C:24]1/[C:25](=[O:30])[NH:26][C:27](=[O:29])[S:28]/1)C>>[Br:22][C:19]1[CH:20]=[CH:21][C:16]([O:15][CH2:14][C:13]([OH:31])=[O:12])=[C:17]([CH2:23][CH:24]2[S:28][C:27](=[O:29])[N:26]([CH2:5][C:4]3[CH:7]=[CH:8][CH:9]=[C:2]([Cl:1])[CH:3]=3)[C:25]2=[O:30])[CH:18]=1. Reported procedure: Prepared from 3-chlorobenzyl bromide and 4-bromo-2-[2,4-dioxothiazolidin-(5Z)-ylidenemethyl]phenoxyacetic acid ethyl ester according to GP13, GP14 and GP16: LC/MS (an10p8): Rt 2.6 min, m/z 484 [M+H]+. 1H NMR (DMSO-d6): δ 3.02-3.10 (m, 1H), 3.54-3.60 (m, 1H), 4.69 (s, 2H), 4.75 (s, 2H), 5.09-5.14 (m, 1H), 6.89-6.92 (m, 1H), 7.18 (m, 1H), 7.33-7.43 (m, 5H), 13.01 (br s, 1H). The reactants are COC1=C(C=CC=C1)N1CCNCC1 (1-(2-Methoxyphenyl)piperazine), C([O-])([O-])=O.[K+].[K+] (potassium carbonate), [I-].[K+] (potassium iodide), resultant solution, CC1=CC=C(C=C1)COC1=C(C=C(C(=O)C2=CN(C3=CC=CC=C23)CCCC(=O)OCC)C=C1)OCCCCl (Ethyl 4-{3-[4-(4-methylphenylmethoxy)-3-(3-chloropropoxy)benzoyl]indol-1-yl}butanoate). Solvent: CN(C=O)C (N,N-dimethylformamide), O (water). Reaction conditions: temperature 60 celsius, time 8 hour. The product is CC1=CC=C(C=C1)COC1=C(C=C(C(=O)C2=CN(C3=CC=CC=C23)CCCC(=O)OCC)C=C1)OCCCN1CCN(CC1)C1=C(C=CC=C1)OC (ethyl 4-{3-{4-(4-methylphenylmethoxy)-3-{3-[4-(2-methoxyphenyl)piperazin-1-yl]propoxy}benzoyl}indol-1-yl}butanoate). Yield: 74.3%. RXN SMILES: [CH3:1][C:2]1[CH:7]=[CH:6][C:5]([CH2:8][O:9][C:10]2[CH:34]=[CH:33][C:13]([C:14]([C:16]3[C:24]4[C:19](=[CH:20][CH:21]=[CH:22][CH:23]=4)[N:18]([CH2:25][CH2:26][CH2:27][C:28]([O:30][CH2:31][CH3:32])=[O:29])[CH:17]=3)=[O:15])=[CH:12][C:11]=2[O:35][CH2:36][CH2:37][CH2:38]Cl)=[CH:4][CH:3]=1.[CH3:40][O:41][C:42]1[CH:47]=[CH:46][CH:45]=[CH:44][C:43]=1[N:48]1[CH2:53][CH2:52][NH:51][CH2:50][CH2:49]1.C(=O)([O-])[O-].[K+].[K+].[I-].[K+]>CN(C)C=O.O>[CH3:1][C:2]1[CH:7]=[CH:6][C:5]([CH2:8][O:9][C:10]2[CH:34]=[CH:33][C:13]([C:14]([C:16]3[C:24]4[C:19](=[CH:20][CH:21]=[CH:22][CH:23]=4)[N:18]([CH2:25][CH2:26][CH2:27][C:28]([O:30][CH2:31][CH3:32])=[O:29])[CH:17]=3)=[O:15])=[CH:12][C:11]=2[O:35][CH2:36][CH2:37][CH2:38][N:51]2[CH2:50][CH2:49][N:48]([C:43]3[CH:44]=[CH:45][CH:46]=[CH:47][C:42]=3[O:41][CH3:40])[CH2:53][CH2:52]2)=[CH:4][CH:3]=1 |f:2.3.4,5.6|. Reported procedure: Ethyl 4-{3-[4-(4-methylphenylmethoxy)-3-(3-chloropropoxy)benzoyl]indol-1-yl}butanoate (2.59 g) obtained in Step 2 was dissolved in N,N-dimethylformamide (30 ml). 1-(2-Methoxyphenyl)piperazine (1.36 g), potassium carbonate (0.85 g), and potassium iodide (1.02 g) were added to the resultant solution and stirred overnight at 60° C. The reaction mixture was poured into water and extracted with ethyl acetate. The resultant extract was washed with brine and then dried. The solvent was distilled off. T... Starting materials: OCc1cnn(C(c2ccccc2)(c2ccccc2)c2ccccc2)c1, [H-], CI, [Na+], C1CCOC1. The product is COCc1cnn(C(c2ccccc2)(c2ccccc2)c2ccccc2)c1. As a reaction SMILES: [C:1]([c:2]1[cH:3][cH:4][cH:5][cH:6][cH:7]1)([c:8]1[cH:9][cH:10][cH:11][cH:12][cH:13]1)([c:14]1[cH:15][cH:16][cH:17][cH:18][cH:19]1)[n:20]1[n:21][cH:22][c:23]([CH2:25][OH:26])[cH:24]1.[H-:27].[I:29][CH3:30].[Na+:28].[O:31]1[CH2:32][CH2:33][CH2:34][CH2:35]1>>[C:1]([c:2]1[cH:3][cH:4][cH:5][cH:6][cH:7]1)([c:8]1[cH:9][cH:10][cH:11][cH:12][cH:13]1)([c:14]1[cH:15][cH:16][cH:17][cH:18][cH:19]1)[n:20]1[n:21][cH:22][c:23]([CH2:25][O:26][CH3:30])[cH:24]1. Starting materials: C1CCCCC1, CCOC(C)=O, Clc1cncc(Cl)n1, Oc1ccc(-c2ccccc2)cc1. Product: Clc1cncc(Oc2ccc(-c3ccccc3)cc2)n1. As a reaction SMILES: [CH2:28]1[CH2:29][CH2:30][CH2:31][CH2:32][CH2:33]1.[CH3:22][CH2:23][O:24][C:25]([CH3:26])=[O:27].[Cl:1][c:2]1[n:3][c:4]([Cl:8])[cH:5][n:6][cH:7]1.[c:9]1(-[c:15]2[cH:16][cH:17][c:18]([OH:21])[cH:19][cH:20]2)[cH:10][cH:11][cH:12][cH:13][cH:14]1>>[c:2]1([O:21][c:18]2[cH:17][cH:16][c:15](-[c:9]3[cH:10][cH:11][cH:12][cH:13][cH:14]3)[cH:20][cH:19]2)[n:3][c:4]([Cl:8])[cH:5][n:6][cH:7]1.